The task is: describe an organic reaction: reactants, conditions, products, and yield. This data is from the Open Reaction Database (ORD), a public repository of structured organic reaction records. Starting materials: O=[N+]([O-])c1cc(Br)cc2nn(C3CCCCO3)cc12, O=C([O-])O, CC1(C)OB(c2cccc(OC3CCCCO3)c2)OC1(C)C, CCOC(C)=O, CC(C)O, [Na+], O. Yields the product O=[N+]([O-])c1cc(-c2cccc(OC3CCCCO3)c2)cc2nn(C3CCCCO3)cc12. RXN SMILES: [Br:1][c:2]1[cH:3][c:4]([N+:17](=[O:18])[O-:19])[c:5]2[cH:6][n:7]([CH:11]3[O:12][CH2:13][CH2:14][CH2:15][CH2:16]3)[n:8][c:9]2[cH:10]1.[C:42](=[O:43])([O-:44])[OH:45].[CH3:20][C:21]1([CH3:22])[C:23]([CH3:24])([CH3:25])[O:26][B:27]([c:28]2[cH:29][c:30]([O:34][CH:35]3[O:36][CH2:37][CH2:38][CH2:39][CH2:40]3)[cH:31][cH:32][cH:33]2)[O:41]1.[CH3:51][CH2:52][O:53][C:54](=[O:55])[CH3:56].[CH:47]([OH:48])([CH3:49])[CH3:50].[Na+:46].[OH2:57]>>[c:2]1(-[c:28]2[cH:29][c:30]([O:34][CH:35]3[O:36][CH2:37][CH2:38][CH2:39][CH2:40]3)[cH:31][cH:32][cH:33]2)[cH:3][c:4]([N+:17](=[O:18])[O-:19])[c:5]2[cH:6][n:7]([CH:11]3[O:12][CH2:13][CH2:14][CH2:15][CH2:16]3)[n:8][c:9]2[cH:10]1. Starting materials: COC1CN(C(=O)OC(C)(C)C)CC1O, CS(=O)(=O)Cl, O, c1ccncc1. Product: CC(C)(C)OC(=O)N1CC(O)C(OS(C)(=O)=O)C1. As a reaction SMILES: [C:6]([CH3:7])([CH3:8])([CH3:9])[O:10][C:11](=[O:12])[N:13]1[CH2:14][CH:15]([OH:20])[CH:16]([O:18][CH3:19])[CH2:17]1.[CH3:1][S:2]([Cl:3])(=[O:4])=[O:5].[OH2:21].[cH:22]1[cH:23][cH:24][n:25][cH:26][cH:27]1>>[CH3:1][S:2](=[O:4])(=[O:5])[O:18][CH:16]1[CH:15]([OH:20])[CH2:14][N:13]([C:11]([O:10][C:6]([CH3:7])([CH3:8])[CH3:9])=[O:12])[CH2:17]1. Starting materials: NC1=C(C=C(C=C1)CC(=O)OC(C)(C)C)OC (tert-butyl 4-amino-3-methoxyphenylacetate), IC1=C(C=CC=C1)N=C=O (2-iodophenylisocyanate), Cl (HCl). Run in C1CCOC1 (THF). Conditions: time 8 hour. Product: IC1=C(C=CC=C1)NC(NC1=C(C=C(C=C1)CC(=O)OC(C)(C)C)OC)=O (tert-butyl 4-[N′-(2-iodophenyl)ureido]-3-methoxyphenylacetate). Isolated yield 99.9%. Reaction SMILES: [NH2:1][C:2]1[CH:7]=[CH:6][C:5]([CH2:8][C:9]([O:11][C:12]([CH3:15])([CH3:14])[CH3:13])=[O:10])=[CH:4][C:3]=1[O:16][CH3:17].[I:18][C:19]1[CH:24]=[CH:23][CH:22]=[CH:21][C:20]=1[N:25]=[C:26]=[O:27].Cl>C1COCC1>[I:18][C:19]1[CH:24]=[CH:23][CH:22]=[CH:21][C:20]=1[NH:25][C:26](=[O:27])[NH:1][C:2]1[CH:7]=[CH:6][C:5]([CH2:8][C:9]([O:11][C:12]([CH3:14])([CH3:13])[CH3:15])=[O:10])=[CH:4][C:3]=1[O:16][CH3:17]. Procedure: To a stirred solution of tert-butyl 4-amino-3-methoxyphenylacetate (1.94 g, 8.16 mmol) in THF (20 ml) was added 2-iodophenylisocyanate (2.0 g, 8.16 mmol) and Et3 N (114 μl, 0.816 mmol). After stirring overnight, the mixture was poured into 1 N HCl (200 ml). The resulting precipitate was collected by filtration and dissolved in CHCl3 (200 ml). The solution was dried over MgSO4 and evaporated to give tert-butyl 4-[N′-(2-iodophenyl)ureido]-3-methoxyphenylacetate (3.93 g, quant) as a pale yellow amo... Reactants: OCCC1C(C(C(C1)N1N=NC2=C1N=C(N=C2NC2C(C2)C2=CC=CC=C2)SCCC)O)O (3-(2-Hydroxyethyl)-5-[7-[(2-phenylcyclopropyl)amino]-5-(propylthio)-3H-1,2,3-triazolo[4,5-d]pyrimidin-3-yl]-cyclopentane-1,2-diol), C(C)(=O)OCC (ethyl acetate), CC(C)C[AlH]CC(C)C (DIBAL-H), solution, ice. Run in C1(=CC=CC=C1)C (toluene), C1(=CC=CC=C1)C (toluene). Conditions: temperature 4 celsius, time 30 minute. The product is OCCC1C(C(C(C1)N1N=NC2=C1N=C(N=C2NC2C(C2)C2=CC=CC=C2)SC)O)O (3-(2-Hydroxyethyl)5-[5-(methylthio)-7-[(2-phenylcyclopropyl)amino]-3H-1,2,3-triazolo [4,5-d]pyrimidin-3yl]-cyclopentane-1,2-diol). Reaction SMILES: CC(C[AlH]CC(C)C)C.[OH:10][CH2:11][CH2:12][CH:13]1[CH2:17][CH:16]([N:18]2[C:22]3[N:23]=[C:24]([S:37][CH2:38]CC)[N:25]=[C:26]([NH:27][CH:28]4[CH2:30][CH:29]4[C:31]4[CH:36]=[CH:35][CH:34]=[CH:33][CH:32]=4)[C:21]=3[N:20]=[N:19]2)[CH:15]([OH:41])[CH:14]1[OH:42].C(OCC)(=O)C>C1(C)C=CC=CC=1>[OH:10][CH2:11][CH2:12][CH:13]1[CH2:17][CH:16]([N:18]2[C:22]3[N:23]=[C:24]([S:37][CH3:38])[N:25]=[C:26]([NH:27][CH:28]4[CH2:30][CH:29]4[C:31]4[CH:36]=[CH:35][CH:34]=[CH:33][CH:32]=4)[C:21]=3[N:20]=[N:19]2)[CH:15]([OH:41])[CH:14]1[OH:42]. Procedure details: DIBAL-H® (1.5M solution in toluene, 20 ml) was added to an ice-cooled solution of the product of Example 11, step a) (2.00 g) in toluene (30 ml) and the solution stirred at this temperature for 30 minutes before adding ethyl acetate (2 ml). The solution was washed with water and concentrated. The residue (1.8 g) was taken into ethanol and cooled to 4° C. before adding 3-chloroperoxybenzoic acid (50-55%, 2.5 g) and allowing the reaction to stir at room temperature for 18 hours. The solution was w... The reactants are ammonia ice, COC=1C=C(C=CC1)C(C(C=C(N1CCOCC1)OCC)(C)C)(C#N)CCCN(C)C (4-(m-methoxyphenyl)-4-(γ-N,N-dimethylaminopropyl)-4-cyano-3,3-dimethyl-1-ethoxy-1-morpholino-but-1-ene), C(C)(=O)O (acetic acid), S(O)(O)(=O)=O (sulphuric acid), resultant mixture, N (ammonia). The product is COC=1C=C(C=CC1)C1(C(NC(CC1(C)C)=O)=O)CCCN(C)C (3-(m-methoxyphenyl)-3-(γ-N,N-dimethylaminopropyl)-4,4-dimethyl-2,6-dioxo-piperidine). As a reaction SMILES: [CH3:1][O:2][C:3]1[CH:4]=[C:5]([C:9]([CH2:26][CH2:27][CH2:28][N:29]([CH3:31])[CH3:30])(C#N)[C:10]([CH3:23])([CH3:22])[CH:11]=[C:12]([O:19]CC)[N:13]2CCOCC2)[CH:6]=[CH:7][CH:8]=1.S(=O)(=O)(O)O.N.[C:38](O)(=[O:40])C>>[CH3:1][O:2][C:3]1[CH:4]=[C:5]([C:9]2([CH2:26][CH2:27][CH2:28][N:29]([CH3:31])[CH3:30])[C:10]([CH3:23])([CH3:22])[CH2:11][C:12](=[O:19])[NH:13][C:38]2=[O:40])[CH:6]=[CH:7][CH:8]=1. Procedure: The but-1-ene product above is dissolved in acetic acid (45 ml) and sulphuric acid (30 ml) added. The resultant mixture is maintained at 100° until cyclisation is complete, as determined by working-up an aliquot and studying the infrared spectrum of the product. The solution is cooled and poured into excess ammonia/ice, the pH adjusted to about 8 with aqueous ammonia and the solution extracted with chloroform (three times). The organic solutions are combined, dried, filtered and the solvent remo... Reactants: C1(CCCC1)NC=1C=C(C=C2C=C(NC12)C=1SC[C@H](N1)CCI)CS(=O)(=O)C (Cyclopentyl-{2-[(R)-4-(2-iodo-ethyl)-4,5-dihydro-thiazol-2-yl]-5-methanesulfonylmethyl-1H-indol-7-yl}-amine), C(C)(=O)N1CCNCC1 (acetylpiperazine). Product: C1(CCCC1)NC=1C=C(C=C2C=C(NC12)C=1SC[C@H](N1)CCN1CCN(CC1)C(C)=O)CS(=O)(=O)C (1-(4-{2-[(R)-2-(7-cyclopentylamino-5-methanesulfonylmethyl-1H-indol-2-yl)-4,5-dihydro-thiazol-4-yl]-ethyl}-piperazin-1-yl)-ethanone). Reaction SMILES: [CH:1]1([NH:6][C:7]2[CH:8]=[C:9]([CH2:24][S:25]([CH3:28])(=[O:27])=[O:26])[CH:10]=[C:11]3[C:15]=2[NH:14][C:13]([C:16]2[S:17][CH2:18][C@@H:19]([CH2:21][CH2:22]I)[N:20]=2)=[CH:12]3)[CH2:5][CH2:4][CH2:3][CH2:2]1.[C:29]([N:32]1[CH2:37][CH2:36][NH:35][CH2:34][CH2:33]1)(=[O:31])[CH3:30]>>[CH:1]1([NH:6][C:7]2[CH:8]=[C:9]([CH2:24][S:25]([CH3:28])(=[O:27])=[O:26])[CH:10]=[C:11]3[C:15]=2[NH:14][C:13]([C:16]2[S:17][CH2:18][C@@H:19]([CH2:21][CH2:22][N:35]4[CH2:36][CH2:37][N:32]([C:29](=[O:31])[CH3:30])[CH2:33][CH2:34]4)[N:20]=2)=[CH:12]3)[CH2:5][CH2:4][CH2:3][CH2:2]1. Procedure: Cyclopentyl-{2-[(R)-4-(2-iodo-ethyl)-4,5-dihydro-thiazol-2-yl]-5-methanesulfonylmethyl-1H-indol-7-yl}-amine prepared in Step A of Example 156 and acetylpiperazine were reacted according to the same procedure as Step B of Example 156 to give the title compound. Starting materials: C1(=CC=CC=C1)C(=O)C(O)C1=CC=CC=C1 (Benzoin), SCCO (2-mercaptoethanol), C1(=CC=C(C=C1)S(=O)(=O)O)C (p-toluenesulfonic acid). The solvent is C(CCC)O (n-Butanol). The product is C1(=CC=CC=C1)C=1SCCOC1C1=CC=CC=C1 (2,3 -dihydro-5,6-diphenyl-1,4-oxathiin). As a reaction SMILES: [C:1]1([C:7]([CH:9]([C:11]2[CH:16]=[CH:15][CH:14]=[CH:13][CH:12]=2)O)=[O:8])[CH:6]=[CH:5][CH:4]=[CH:3][CH:2]=1.[SH:17][CH2:18][CH2:19]O.C1(C)C=CC(S(O)(=O)=O)=CC=1>C(O)CCC>[C:11]1([C:9]2[S:17][CH2:18][CH2:19][O:8][C:7]=2[C:1]2[CH:6]=[CH:5][CH:4]=[CH:3][CH:2]=2)[CH:16]=[CH:15][CH:14]=[CH:13][CH:12]=1. Procedure details: Benzoin (106 g, 0.5 mole), 2-mercaptoethanol (43 g, 0.55 mole), and p-toluenesulfonic acid (pTSA) (5 g) are charged into a 2-liter 3-neck flask. n-Butanol (1200 mL) is added and the mixture stirred with a mechanical stirrer. The reaction is heated to reflux and the distillate passed through a vacuum-jacketed column (18 in by 3/4 in) packed with porcelain saddles. A Dean-Stark trap is placed at the top of the column to assist in the separation of the aqueous layer from the butanol/water azeotrope...